From a dataset of the Open Reaction Database (ORD), a public repository of structured organic reaction records. describe an organic reaction: reactants, conditions, products, and yield The reactants are Cl (Hydrogen chloride), OC1=CC=C(C=C1)CC(=O)O ((4-hydroxyphenyl) acetic acid), CO (methanol). Yields the product COC(CC1=CC=C(C=C1)O)=O (methyl(4-hydroxyphenyl)acetate). Reaction SMILES: Cl.[OH:2][C:3]1[CH:8]=[CH:7][C:6]([CH2:9][C:10]([OH:12])=[O:11])=[CH:5][CH:4]=1.[CH3:13]O>>[CH3:13][O:11][C:10](=[O:12])[CH2:9][C:6]1[CH:5]=[CH:4][C:3]([OH:2])=[CH:8][CH:7]=1. Reported procedure: Hydrogen chloride was bubbled through a solution of (4-hydroxyphenyl) acetic acid (25 g, 0.16 mole) in methanol (100 ml) at room temperature. An exotherm resulted in the solution refluxing for about 10 minutes. The mixture was allowed to cool to room temperature and the solvent was evaporated in vacuo to afford methyl(4-hydroxyphenyl)acetate as a yellow oil (27.5 g) which crystallised on seeding, m.p. 46-52° C.